describe an organic reaction: reactants, conditions, products, and yield From a dataset of the Open Reaction Database (ORD), a public repository of structured organic reaction records. The reactants are OS(=O)(=O)O (H2SO4), [Na] (Sodium), CO (MeOH), C1=CC=C(C(=C1)C=O)C=O (o-phthalaldehyde), [N+](=O)([O-])C1CCCCC1 (nitrocyclohexane). Conditions: time 8 hour. Yields the product COC1OC(C2=CC=CC=C12)C1(CCCCC1)[N+](=O)[O-] (1-Methoxy-3-(1-nitrocyclohexyl)-1,3-dihydroisobenzofuran). As a reaction SMILES: [Na].[N+:2]([CH:5]1[CH2:10][CH2:9][CH2:8][CH2:7][CH2:6]1)([O-:4])=[O:3].[CH:11]1[CH:16]=[C:15]([CH:17]=[O:18])[C:14]([CH:19]=[O:20])=[CH:13][CH:12]=1.OS(O)(=O)=O.[CH3:26]O>>[CH3:26][O:18][CH:17]1[C:15]2[C:14](=[CH:13][CH:12]=[CH:11][CH:16]=2)[CH:19]([C:5]2([N+:2]([O-:4])=[O:3])[CH2:10][CH2:9][CH2:8][CH2:7][CH2:6]2)[O:20]1 |^1:0|. Reported procedure: Sodium metal (0.46 g, 0.02 g-atom) is added to MeOH (35 mL) portionwise at rt. When a homogeneous solution is obtained, nitrocyclohexane (12.92 g, 100 mmol) is added, followed by o-phthalaldehyde (8.38 g, 60.0 mmol). The resulting solution is stirred at rt overnight. The solution is brought to pH 2 by adding 1 N H2SO4 and stirred at rt for 60 min. White solids precipitate. The mixture is filtered, and the filtrate, from which an oil separates, is made basic by adding 10% NaOH solution. The solut... Reactants: CC(=O)OCC1=C(N2[C@@H]([C@@H](C2=O)NC(=O)CC3=CC=CS3)SC1)C(=O)[O-].[Na+] (sodium cephalothin), [SiH3]NC(C(F)(F)F)=O (monosilyltrifluoroacetamide), C1(=CC=CC=C1)CC(=O)Cl (phenylacetyl chloride), C[Si](Cl)(C)C (trimethylchlorosilane). Run in alcohol. Conditions: temperature 45 celsius, time 30 minute. The product is C1(=CC=CC=C1)CC(=O)C(C(=O)NC1[C@@H]2N(C(=C(CS2)COC(C)=O)C(=O)O)C1=O)C=1SC=CC1 (7-(phenylacetyl-2-thienylacetyl)amino-3-acetoxymethyl-3-cephem-4-carboxylic acid). Reaction SMILES: [CH3:1][C:2]([O:4][CH2:5][C:6]1[CH2:23][S:22][C@@H:9]2[C@H:10]([NH:13][C:14]([CH2:16][C:17]3[S:21][CH:20]=[CH:19][CH:18]=3)=[O:15])[C:11](=[O:12])[N:8]2[C:7]=1[C:24]([O-:26])=[O:25])=[O:3].[Na+].C[Si](C)(C)Cl.[SiH3]NC(=O)C(F)(F)F.[C:41]1([CH2:47][C:48](Cl)=[O:49])[CH:46]=[CH:45][CH:44]=[CH:43][CH:42]=1>>[C:41]1([CH2:47][C:48]([CH:16]([C:17]2[S:21][CH:20]=[CH:19][CH:18]=2)[C:14]([NH:13][CH:10]2[C:11](=[O:12])[N:8]3[C:7]([C:24]([OH:26])=[O:25])=[C:6]([CH2:5][O:4][C:2](=[O:3])[CH3:1])[CH2:23][S:22][C@H:9]23)=[O:15])=[O:49])[CH:46]=[CH:45][CH:44]=[CH:43][CH:42]=1 |f:0.1|. Reported procedure: A suspension of sodium cephalothin (3.36 g.) in anhydrous alcohol-free chloroform (20 ml.) is silylated by the addition of trimethylchlorosilane (2.2 ml.). After stirring for 30 minutes, monosilyltrifluoroacetamide (5.0 ml.) and phenylacetyl chloride (4.0 ml.) are added and the mixture is then heated to 45° C. for two days under a condenser fitted with a drying tube. The volatiles are evaporated to afford a residue which is dissolved in 100 ml. of ethyl acetate and washed three times with water.... The reactants are NC1=C2C(=NC(=C1C(=O)OCC)C)SC(=C2C2=CC(=CC=C2)OC)Br (ethyl 4-amino-2-bromo-6-methyl-3-[3-(methyloxy)phenyl]thieno[2,3-b]pyridine-5-carboxylate), C(N)(OC(C)(C)C)=O (tert-butyl carbamate), C(=O)([O-])[O-].[Cs+].[Cs+] (Cs2CO3). Reagents/catalysts: C=1C=CC(=CC1)/C=C/C(=O)/C=C/C2=CC=CC=C2.C=1C=CC(=CC1)/C=C/C(=O)/C=C/C2=CC=CC=C2.C=1C=CC(=CC1)/C=C/C(=O)/C=C/C2=CC=CC=C2.[Pd].[Pd] (Pd2(dba)3), CC1(C2=C(C(=CC=C2)P(C3=CC=CC=C3)C4=CC=CC=C4)OC5=C(C=CC=C51)P(C6=CC=CC=C6)C7=CC=CC=C7)C (xantphos). The solvent is O1CCOCC1 (1,4-dioxane). Reaction conditions: temperature 110 celsius. Product: NC1=C2C(=NC(=C1C(=O)OCC)C)SC(=C2C2=CC(=CC=C2)OC)NC(=O)OC(C)(C)C (Ethyl 4-amino-2-({[(1,1-dimethylethyl)oxy]carbonyl}amino)-6-methyl-3-[3-(methyloxy)phenyl]thieno[2,3-b]pyridine-5-carboxylate). Isolated yield 93.2%. As a reaction SMILES: [NH2:1][C:2]1[C:7]([C:8]([O:10][CH2:11][CH3:12])=[O:9])=[C:6]([CH3:13])[N:5]=[C:4]2[S:14][C:15](Br)=[C:16]([C:17]3[CH:22]=[CH:21][CH:20]=[C:19]([O:23][CH3:24])[CH:18]=3)[C:3]=12.[C:26](=[O:33])([O:28][C:29]([CH3:32])([CH3:31])[CH3:30])[NH2:27].C([O-])([O-])=O.[Cs+].[Cs+]>O1CCOCC1.C1C=CC(/C=C/C(/C=C/C2C=CC=CC=2)=O)=CC=1.C1C=CC(/C=C/C(/C=C/C2C=CC=CC=2)=O)=CC=1.C1C=CC(/C=C/C(/C=C/C2C=CC=CC=2)=O)=CC=1.[Pd].[Pd].CC1(C)C2C(=C(P(C3C=CC=CC=3)C3C=CC=CC=3)C=CC=2)OC2C(P(C3C=CC=CC=3)C3C=CC=CC=3)=CC=CC1=2>[NH2:1][C:2]1[C:7]([C:8]([O:10][CH2:11][CH3:12])=[O:9])=[C:6]([CH3:13])[N:5]=[C:4]2[S:14][C:15]([NH:27][C:26]([O:28][C:29]([CH3:32])([CH3:31])[CH3:30])=[O:33])=[C:16]([C:17]3[CH:22]=[CH:21][CH:20]=[C:19]([O:23][CH3:24])[CH:18]=3)[C:3]=12 |f:2.3.4,6.7.8.9.10|. Procedure: A mixture of ethyl 4-amino-2-bromo-6-methyl-3-[3-(methyloxy)phenyl]thieno[2,3-b]pyridine-5-carboxylate (Description 15) (1.52 g, 3.61 mmol), tert-butyl carbamate (0.845 g, 7.22 mmol), Pd2(dba)3 (0.066 g, 0.072 mmol), xantphos (0.084 g, 0.144 mmol) and Cs2CO3 (3.53 g, 10.82 mmol) in 1,4-dioxane (25 mL) was heated at 110° C. for ca. 6 h. After cooling to RT, the mixture was filtered through celite and the filtrate was concentrated. The residue was purified by chromatography, eluting with a gradien... Reactants: CC(=Nc1ccc2c(c1)C(NC(=O)OC(C)(C)C)CC2)NCCc1ccc(F)cc1, ClCCl, C(=NC1CCCCC1)=NC1CCCCC1, O=C(O)c1ccc(-c2ccccc2C(F)(F)F)cc1, O=C(O)C(F)(F)F. The product is CC(=Nc1ccc2c(c1)C(NC(=O)c1ccc(-c3ccccc3C(F)(F)F)cc1)CC2)NCCc1ccc(F)cc1. RXN SMILES: [C:35]([O:36][C:37](=[O:38])[NH:41][CH:42]1[CH2:43][CH2:44][c:45]2[cH:46][cH:47][c:48]([N:51]=[C:52]([CH3:53])[NH:54][CH2:55][CH2:56][c:57]3[cH:58][cH:59][c:60]([F:63])[cH:61][cH:62]3)[cH:49][c:50]21)([CH3:39])([CH3:40])[CH3:64].[CH2:72]([Cl:73])[Cl:74].[CH:20]1([N:21]=[C:22]=[N:23][CH:24]2[CH2:25][CH2:26][CH2:27][CH2:28][CH2:29]2)[CH2:30][CH2:31][CH2:32][CH2:33][CH2:34]1.[F:1][C:2]([c:3]1[c:4](-[c:9]2[cH:10][cH:11][c:12]([C:15](=[O:16])[OH:17])[cH:13][cH:14]2)[cH:5][cH:6][cH:7][cH:8]1)([F:18])[F:19].[F:65][C:66]([F:67])([F:68])[C:69]([OH:70])=[O:71]>>[F:1][C:2]([c:3]1[c:4](-[c:9]2[cH:10][cH:11][c:12]([C:15](=[O:17])[NH:41][CH:42]3[CH2:43][CH2:44][c:45]4[cH:46][cH:47][c:48]([N:51]=[C:52]([CH3:53])[NH:54][CH2:55][CH2:56][c:57]5[cH:58][cH:59][c:60]([F:63])[cH:61][cH:62]5)[cH:49][c:50]43)[cH:13][cH:14]2)[cH:5][cH:6][cH:7][cH:8]1)([F:18])[F:19]. Starting materials: C(C1=CC=CC=C1)OC(=O)N[C@H](CC(=O)O)C(=O)O (N-(benzyloxycarbonyl)-D-aspartic acid), S(=O)(Cl)Cl (thionyl chloride). Run in C(C)(=O)OCC (ethyl acetate). Run at time 16 hour. The product is O=C1OC(C[C@H]1NC(OCC1=CC=CC=C1)=O)=O (benzyl (3R)-2,5-dioxotetrahydro-3-furanylcarbamate). Isolated yield 99.8%. As a reaction SMILES: [CH2:1]([O:8][C:9]([NH:11][C@@H:12]([C:17]([OH:19])=[O:18])[CH2:13][C:14]([OH:16])=O)=[O:10])[C:2]1[CH:7]=[CH:6][CH:5]=[CH:4][CH:3]=1.S(Cl)(Cl)=O>C(OCC)(=O)C>[O:18]=[C:17]1[C@H:12]([NH:11][C:9](=[O:10])[O:8][CH2:1][C:2]2[CH:3]=[CH:4][CH:5]=[CH:6][CH:7]=2)[CH2:13][C:14](=[O:16])[O:19]1. Procedure details: A stirred suspension of N-(benzyloxycarbonyl)-D-aspartic acid (14.7 g, 55.1 mmol) in ethyl acetate (100 mL) was treated dropwise with thionyl chloride (40 mL, 511 mmol) and the resulting homogeneous mixture was stirred at room temperature for 16 hours, and concentrated. The resulting solid was triturated in 1:1 diethyl ether/hexanes (200 mL) for 2 hours and filtered. The solid was dried to provide the desired product (13.7 g, 99%). Reactants: C(CC)C=1C=C(C=CC1OCC1=CC=CC=C1)Br (3-propyl-4-benzyloxy-1-bromobenzene), N1CCOCC1 (morpholine), C([O-])([O-])=O.[Cs+].[Cs+] (cesium carbonate). The reagents and catalysts are CC(=O)[O-].CC(=O)[O-].[Pd+2] (Pd(OAc)2), C=1C=CC(=CC1)P(C=2C=CC=CC2)C3=CC=C4C=CC=CC4=C3C5=C6C=CC=CC6=CC=C5P(C=7C=CC=CC7)C=8C=CC=CC8 (BINAP). Run in C1(=CC=CC=C1)C (toluene). Conditions: temperature 100 celsius, time 8 hour. Product: C(CC)C1=C(C=CC(=C1)N1CCOCC1)OCC1=CC=CC=C1 (2-propyl-4-morpholinyl-1-benzyloxybenzene). Isolated yield 100.2%. As a reaction SMILES: [CH2:1]([C:4]1[CH:5]=[C:6](Br)[CH:7]=[CH:8][C:9]=1[O:10][CH2:11][C:12]1[CH:17]=[CH:16][CH:15]=[CH:14][CH:13]=1)[CH2:2][CH3:3].[NH:19]1[CH2:24][CH2:23][O:22][CH2:21][CH2:20]1.C(=O)([O-])[O-].[Cs+].[Cs+]>C1(C)C=CC=CC=1.CC([O-])=O.CC([O-])=O.[Pd+2].C1C=CC(P(C2C(C3C(P(C4C=CC=CC=4)C4C=CC=CC=4)=CC=C4C=3C=CC=C4)=C3C(C=CC=C3)=CC=2)C2C=CC=CC=2)=CC=1>[CH2:1]([C:4]1[CH:5]=[C:6]([N:19]2[CH2:24][CH2:23][O:22][CH2:21][CH2:20]2)[CH:7]=[CH:8][C:9]=1[O:10][CH2:11][C:12]1[CH:17]=[CH:16][CH:15]=[CH:14][CH:13]=1)[CH2:2][CH3:3] |f:2.3.4,6.7.8|. Procedure details: A solution of 3-propyl-4-benzyloxy-1-bromobenzene (1.0 g, 3.3 mmol), morpholine (0.5 g, 6.6 mmol), Pd(OAc)2 (0.036 g, 0.16 mmol), BINAP (0.082 g, 0.132 mmol) and cesium carbonate (1.50 g, 4.62 mmol) in toluene (134 mL) was degassed and purged with nitrogen. The reaction mixture was stirred at 100° C. overnight. The reaction mixture was cooled to room temperature and partitioned between ethyl acetate and 10% aqueous citric acid. The organic layer was washed with water and brine. The organic layer... The reactants are O=CC1=CC(O)=C(OC)C=C1 (Isovanillin), CC1=CC=C(C=C1)S(=O)(=O)OCCC#CCCCC (oct-3-ynyl 4-methylbenzenesulfonate). The product is COC1=C(C=C(C=O)C=C1)OCCC#CCCCC (4-methoxy-3-(oct-3-ynyloxy)benzaldehyde). Isolated yield 33.9%. RXN SMILES: [O:1]=[CH:2][C:3]1[CH:11]=[CH:10][C:7]([O:8][CH3:9])=[C:5]([OH:6])[CH:4]=1.CC1C=CC(S(O[CH2:23][CH2:24][C:25]#[C:26][CH2:27][CH2:28][CH2:29][CH3:30])(=O)=O)=CC=1>>[CH3:9][O:8][C:7]1[CH:10]=[CH:11][C:3]([CH:2]=[O:1])=[CH:4][C:5]=1[O:6][CH2:23][CH2:24][C:25]#[C:26][CH2:27][CH2:28][CH2:29][CH3:30]. Procedure details: Isovanillin (0.90 g, 5.9 mmol) was alkylated with oct-3-ynyl 4-methylbenzenesulfonate (2.5 g, 8.9 mmol) according to Procedure 2. The crude product was recrystallised from purified by flash chromatography with 10% EtOAc/petrol as eluent to give 4-methoxy-3-(oct-3-ynyloxy)benzaldehyde (0.52 g, 34%) as a colourless crystalline solid; mp 42-43° C.; δH (400 MHz, CDCl3) 0.90 (t, J=7.2 Hz, 3H, CH3), 1.37-1.49 (m, 4H, CH3CH2CH2), 2.16 (tt, J=7.2, 2.4 Hz, 2H, CH2), 2.72 (tt, J=7.2, 2.4 Hz, 2H, CH2CH2O),... The reactants are C1(=CC=CC2=CC=CC=C12)C=C(C(=O)O)CCC(=O)O (2-(1-naphthylmethylene)glutaric acid). Solvent: C(C)(=O)OC(C)=O (acetic anhydride). Conditions: temperature 60 celsius, time 1 hour. Yields the product C1(=CC=CC2=CC=CC=C12)C=C1C(=O)OC(CC1)=O (2-(1-naphthylmethylene)glutaric anhydride). The yield is 86.8%. RXN SMILES: [C:1]1([CH:11]=[C:12]([CH2:16][CH2:17][C:18]([OH:20])=[O:19])[C:13]([OH:15])=O)[C:10]2[C:5](=[CH:6][CH:7]=[CH:8][CH:9]=2)[CH:4]=[CH:3][CH:2]=1>C(OC(=O)C)(=O)C>[C:1]1([CH:11]=[C:12]2[CH2:16][CH2:17][C:18](=[O:19])[O:20][C:13]2=[O:15])[C:10]2[C:5](=[CH:6][CH:7]=[CH:8][CH:9]=2)[CH:4]=[CH:3][CH:2]=1. Procedure details: 100 ml of acetic anhydride were added to 10 g (37 mmole) of 2-(1-naphthylmethylene)glutaric acid (prepared as described above), and the mixture was stirred at 60° C. for 1 hour. At the end of this time, the solvent was removed by distillation under reduced pressure, and then a 1: 1 by volume mixture of benzene and hexane was added to the residue to precipitate crystals, which were collected by filtration to give 8.1 g of 2-(1-naphthylmethylene)glutaric anhydride.